From a dataset of the Open Reaction Database (ORD), a public repository of structured organic reaction records. describe an organic reaction: reactants, conditions, products, and yield The reactants are COC(=O)C1CCC(=O)CC1, OCCO, Cc1ccc(S(=O)(=O)O)cc1, c1ccccc1. Product: COC(=O)C1CCC2(CC1)OCCO2. As a reaction SMILES: [O:1]=[C:2]1[CH2:3][CH2:4][CH:5]([C:8](=[O:9])[O:10][CH3:11])[CH2:6][CH2:7]1.[OH:12][CH2:13][CH2:14][OH:15].[c:16]1([CH3:17])[cH:18][cH:19][c:20]([S:21]([OH:22])(=[O:23])=[O:24])[cH:25][cH:26]1.[cH:27]1[cH:28][cH:29][cH:30][cH:31][cH:32]1>>[O:1]1[C:2]2([CH2:3][CH2:4][CH:5]([C:8](=[O:9])[O:10][CH3:11])[CH2:6][CH2:7]2)[O:12][CH2:13][CH2:14]1. The reactants are FCCBr, O=C([O-])[O-], [I-], [K+], [K+], [K+], CN(C)C=O, O, COC(=O)c1ccc(O)cc1O. Yields the product COC(=O)c1ccc(OCCF)cc1O. RXN SMILES: [Br:13][CH2:14][CH2:15][F:16].[C:17](=[O:18])([O-:19])[O-:20].[I-:24].[K+:21].[K+:22].[K+:23].[O:25]=[CH:26][N:27]([CH3:28])[CH3:29].[OH2:30].[OH:1][c:2]1[c:3]([C:4](=[O:5])[O:6][CH3:7])[cH:8][cH:9][c:10]([OH:12])[cH:11]1>>[OH:1][c:2]1[c:3]([C:4](=[O:5])[O:6][CH3:7])[cH:8][cH:9][c:10]([O:12][CH2:14][CH2:15][F:16])[cH:11]1.